Dataset: the Open Reaction Database (ORD), a public repository of structured organic reaction records. Task: describe an organic reaction: reactants, conditions, products, and yield The reactants are C(C)(C)(C)OC(NCCCN1CC2CN(CC(C1)O2)CC2=CC=CC=C2)=O (tert-Butyl[3-(7-benzyl-9-oxa-3,7-diazabicyclo[3.3.1]non-3-yl)propyl]carbamate). Reagents/catalysts: [OH-].[Pd+2].[OH-] (Palladium hydroxide). Solvent: C(C)O (ethanol). Run at time 4 hour. Product: C(C)(C)(C)OC(NCCCN1CC2CNCC(C1)O2)=O (tert-Butyl[3-(9-oxa-3,7-diazabicyclo[3.3.1]non-3-yl)propyl]carbamate). Yield: 113.1%. RXN SMILES: [C:1]([O:5][C:6](=[O:27])[NH:7][CH2:8][CH2:9][CH2:10][N:11]1[CH2:18][CH:17]2[O:19][CH:13]([CH2:14][N:15](CC3C=CC=CC=3)[CH2:16]2)[CH2:12]1)([CH3:4])([CH3:3])[CH3:2]>C(O)C.[OH-].[Pd+2].[OH-]>[C:1]([O:5][C:6](=[O:27])[NH:7][CH2:8][CH2:9][CH2:10][N:11]1[CH2:12][CH:13]2[O:19][CH:17]([CH2:16][NH:15][CH2:14]2)[CH2:18]1)([CH3:4])([CH3:2])[CH3:3] |f:2.3.4|. Reported procedure: tert-Butyl[3-(7-benzyl-9-oxa-3,7-diazabicyclo[3.3.1]non-3-yl)propyl]carbamate (0.85 g, 2.2 mmol; see Example 11 below) was dissolved in ethanol (10 mL). Palladium hydroxide (0.5 g) was then added and the reaction mixture was hydrogenated in Parr shaker under 2.45 bar pressure for 4 h. The reaction mixture was filtered and solvent concentrated under reduced pressure to give the title compound (0.71 g, 84%) as an orange solid. Reactants: ClC1=C(C=C(C(=C1)F)NC(=O)NC1=CC(=C(C=C1)F)CN1CCOCC1)C=1C(N(C2=CC(=NC=C2C1)NC=O)CC)=O (N-(3-(2-chloro-4-fluoro-5-(3-(4-fluoro-3-(morpholinomethyl)phenyl)ureido)phenyl)-1-ethyl-2-oxo-1,2-dihydro-1,6-naphthyridin-7-yl)formamide), Cl (HCl). Solvent: CC#N (MeCN). Yields the product Cl.ClC1=C(C=C(C(=C1)F)NC(=O)NC1=CC(=C(C=C1)F)CN1CCOCC1)C=1C(N(C2=CC(=NC=C2C1)NC=O)CC)=O (N-(3-(2-chloro-4-fluoro-5-(3-(4-fluoro-3-(morpholinomethyl)phenyl)ureido)phenyl)-1-ethyl-2-oxo-1,2-dihydro-1,6-naphthyridin-7-yl)formamide hydrochloride). Yield: 195.2%. As a reaction SMILES: [Cl:1][C:2]1[CH:7]=[C:6]([F:8])[C:5]([NH:9][C:10]([NH:12][C:13]2[CH:18]=[CH:17][C:16]([F:19])=[C:15]([CH2:20][N:21]3[CH2:26][CH2:25][O:24][CH2:23][CH2:22]3)[CH:14]=2)=[O:11])=[CH:4][C:3]=1[C:27]1[C:28](=[O:42])[N:29]([CH2:40][CH3:41])[C:30]2[C:35]([CH:36]=1)=[CH:34][N:33]=[C:32]([NH:37][CH:38]=[O:39])[CH:31]=2.Cl>CC#N>[ClH:1].[Cl:1][C:2]1[CH:7]=[C:6]([F:8])[C:5]([NH:9][C:10]([NH:12][C:13]2[CH:18]=[CH:17][C:16]([F:19])=[C:15]([CH2:20][N:21]3[CH2:26][CH2:25][O:24][CH2:23][CH2:22]3)[CH:14]=2)=[O:11])=[CH:4][C:3]=1[C:27]1[C:28](=[O:42])[N:29]([CH2:40][CH3:41])[C:30]2[C:35]([CH:36]=1)=[CH:34][N:33]=[C:32]([NH:37][CH:38]=[O:39])[CH:31]=2 |f:3.4|. Reported procedure: A suspension of N-(3-(2-chloro-4-fluoro-5-(3-(4-fluoro-3-(morpholinomethyl)phenyl)ureido)phenyl)-1-ethyl-2-oxo-1,2-dihydro-1,6-naphthyridin-7-yl)formamide (33 mg, 0.055 mmol) in MeCN (2 mL) was treated with 0.1N HCl (580 μL, 0.058 mmol), frozen and lyophilized to afford N-(3-(2-chloro-4-fluoro-5-(3-(4-fluoro-3-(morpholinomethyl)phenyl)ureido)phenyl)-1-ethyl-2-oxo-1,2-dihydro-1,6-naphthyridin-7-yl)formamide hydrochloride (34 mg, 91% yield). MS (ESI) m/z: 597.2 [M+H]+. The reactants are ClC=1C=C2C(=NNC2=CC1)C=O (5-chloro-1H-indazole-3-carbaldehyde), NC=1C=C(C=CC1N)C (3,4-diaminotoluene). Run in C1(=CC=CC=C1)C (toluene), C(C)O (ethanol). Conditions: temperature 100 celsius. Yields the product ClC=1C=C2C(=NNC2=CC1)C1=NC2=C(N1)C=CC(=C2)C (5-Chloro-3-(5-methyl-1H-benzimidazol-2-yl)-1H-indazole). RXN SMILES: [Cl:1][C:2]1[CH:3]=[C:4]2[C:8](=[CH:9][CH:10]=1)[NH:7][N:6]=[C:5]2[CH:11]=O.[NH2:13][C:14]1[CH:15]=[C:16]([CH3:21])[CH:17]=[CH:18][C:19]=1[NH2:20]>C1(C)C=CC=CC=1.C(O)C>[Cl:1][C:2]1[CH:3]=[C:4]2[C:8](=[CH:9][CH:10]=1)[NH:7][N:6]=[C:5]2[C:11]1[NH:20][C:19]2[CH:18]=[CH:17][C:16]([CH3:21])=[CH:15][C:14]=2[N:13]=1. Procedure details: A flask was charged with 5-chloro-1H-indazole-3-carbaldehyde (1.0 equivalent) and 3,4-diaminotoluene (1.0 equivalent) in toluene and ethanol (approximately 3:1). The flask was heated to 100° C. for 18 hours. The solvent was evaporated, and the residue purified by reverse phase HPLC to provide the desired product as a white solid. LC/MS (m/z) 283.1 (MH+), Rt 2.5 minutes. Starting materials: CC=1C(=NC=C(C1)C)N1CCN(CC1)C(=O)C1=CC=C(C=C1)N1C(NC(C1C)=O)=O (1-{4-[4-(3,5-dimethylpyridin-2-yl)piperazine-1-carbonyl]phenyl}-5-methylimidazolidine-2,4-dione), CI (methyl iodide). Yields the product CC=1C(=NC=C(C1)C)N1CCN(CC1)C(=O)C1=CC=C(C=C1)N1C(N(C(C1C)=O)C)=O (1-{4-[4-(3,5-dimethylpyridin-2-yl)piperazine-1-carbonyl]phenyl}-3,5-dimethylimidazolidine-2,4-dione). RXN SMILES: [CH3:1][C:2]1[C:3]([N:9]2[CH2:14][CH2:13][N:12]([C:15]([C:17]3[CH:22]=[CH:21][C:20]([N:23]4[CH:27]([CH3:28])[C:26](=[O:29])[NH:25][C:24]4=[O:30])=[CH:19][CH:18]=3)=[O:16])[CH2:11][CH2:10]2)=[N:4][CH:5]=[C:6]([CH3:8])[CH:7]=1.[CH3:31]I>>[CH3:1][C:2]1[C:3]([N:9]2[CH2:10][CH2:11][N:12]([C:15]([C:17]3[CH:22]=[CH:21][C:20]([N:23]4[CH:27]([CH3:28])[C:26](=[O:29])[N:25]([CH3:31])[C:24]4=[O:30])=[CH:19][CH:18]=3)=[O:16])[CH2:13][CH2:14]2)=[N:4][CH:5]=[C:6]([CH3:8])[CH:7]=1. Procedure details: Using 1-{4-[4-(3,5-dimethylpyridin-2-yl)piperazine-1-carbonyl]phenyl}-5-methylimidazolidine-2,4-dione (50 mg) described in Example 450 and methyl iodide (9.2 μL) and by the reaction and treatment in the same manner as in Example 36, the title compound (26 mg) was obtained. The reactants are ClC=1C=C(C=NC1OC(C)C)OCC1=CC(=C(C(=O)OCC)C=C1F)F (ethyl 4-{[(5-chloro-6-isopropoxypyridin-3-yl)oxy]methyl}-2,5-difluorobenzoate), O1CCCC1.CO (tetrahydrofuran methanol), [OH-].[Na+] (sodium hydroxide), Cl (hydrochloric acid). Run in C(C)(=O)OCC (ethyl acetate). Conditions: time 2 hour. Yields the product ClC=1C=C(C=NC1OC(C)C)OCC1=CC(=C(C(=O)O)C=C1F)F (4-{[(5-chloro-6-isopropoxypyridin-3-yl)oxy]methyl}-2,5-difluorobenzoic acid). Yield: 65.1%. As a reaction SMILES: [Cl:1][C:2]1[CH:3]=[C:4]([O:12][CH2:13][C:14]2[C:24]([F:25])=[CH:23][C:17]([C:18]([O:20]CC)=[O:19])=[C:16]([F:26])[CH:15]=2)[CH:5]=[N:6][C:7]=1[O:8][CH:9]([CH3:11])[CH3:10].O1CCCC1.CO.[OH-].[Na+].Cl>C(OCC)(=O)C>[Cl:1][C:2]1[CH:3]=[C:4]([O:12][CH2:13][C:14]2[C:24]([F:25])=[CH:23][C:17]([C:18]([OH:20])=[O:19])=[C:16]([F:26])[CH:15]=2)[CH:5]=[N:6][C:7]=1[O:8][CH:9]([CH3:10])[CH3:11] |f:1.2,3.4|. Procedure: To a solution of ethyl 4-{[(5-chloro-6-isopropoxypyridin-3-yl)oxy]methyl}-2,5-difluorobenzoate (Preparation 14, 400 mg, 1.03 mmol) in a mixture tetrahydrofuran/methanol (1/1 10 mL) was added an aqueous solution of sodium hydroxide (2M, 2.6 mL, 5.15 mmol). The reaction was stirred at room temperature for 2 hours and diluted with ethyl acetate (20 mL). An aqueous solution of hydrochloric acid (2M, 10 mL) was added to pH 1. The organic phase was extracted with ethyl acetate (2×10 mL) and the combin... Reactants: [OH-].[Na+] (sodium hydroxide), BrC1=CC=C(C=C1)C1=NC=CC2=C(C=CC=C12)CO (1-(4-Bromophenyl)-5-hydroxymethylisoquinoline), O (water), P(=O)(Cl)(Cl)Cl (phosphorus oxychloride). Run in O1CCCC1 (tetrahydrofuran). Run at time 1 hour. The product is BrC1=CC=C(C=C1)C1=NC=CC2=C(C=CC=C12)CCl (1-(4-bromophenyl)-5-chloromethylisoquinoline). As a reaction SMILES: [Br:1][C:2]1[CH:7]=[CH:6][C:5]([C:8]2[C:17]3[C:12](=[C:13]([CH2:18]O)[CH:14]=[CH:15][CH:16]=3)[CH:11]=[CH:10][N:9]=2)=[CH:4][CH:3]=1.P(Cl)(Cl)([Cl:22])=O.O.[OH-].[Na+]>O1CCCC1>[Br:1][C:2]1[CH:7]=[CH:6][C:5]([C:8]2[C:17]3[C:12](=[C:13]([CH2:18][Cl:22])[CH:14]=[CH:15][CH:16]=3)[CH:11]=[CH:10][N:9]=2)=[CH:4][CH:3]=1 |f:3.4|. Reported procedure: 1-(4-Bromophenyl)-5-hydroxymethylisoquinoline (17 g) was dissolved in 300 ml of tetrahydrofuran, and 15 ml of phosphorus oxychloride was added. The mixture was stirred at room temperature for 1 hour. After the reaction, water was added, and the reaction mixture was neutralized with an aqueous solution of sodium hydroxide. The mixture was extracted with benzene, and dried. The solvent was distilled off. The residue was recrystallized from ether-hexane to afford 13.2 g of 1-(4-bromophenyl)-5-chlor... Reactants: C(C1=CC=CC=C1)N1C([C@@H](CC1)[C@H](C)N(CC1=CC=CC=C1)C(=O)O)=O ((S,S)-1-benzyl-2-oxo-3-[1'-(carboxybenzylamino)ethyl]pyrrolidine), [H-].[H-].[H-].[H-].[Li+].[Al+3] (LAH). The solvent is O1CCCC1 (tetrahydrofuran), CCOCC (Et2O). Reaction conditions: temperature 0 celsius. Yields the product C(C1=CC=CC=C1)N1C[C@@H](CC1)[C@H](C)NC ((R,S)-1-benzyl-3-[1'-(methylamino)ethyl]pyrrolidine). RXN SMILES: [CH2:1]([N:8]1[CH2:12][CH2:11][C@@H:10]([C@@H:13]([N:15](C(O)=O)[CH2:16]C2C=CC=CC=2)[CH3:14])[C:9]1=O)[C:2]1[CH:7]=[CH:6][CH:5]=[CH:4][CH:3]=1.[H-].[H-].[H-].[H-].[Li+].[Al+3]>O1CCCC1.CCOCC>[CH2:1]([N:8]1[CH2:12][CH2:11][C@@H:10]([C@@H:13]([NH:15][CH3:16])[CH3:14])[CH2:9]1)[C:2]1[CH:7]=[CH:6][CH:5]=[CH:4][CH:3]=1 |f:1.2.3.4.5.6|. Reported procedure: (S,S)-1-benzyl-2-oxo-3-[1'-(carboxybenzylamino)ethyl]pyrrolidine (0.51 g, 1.44 mmol) is dissolved in tetrahydrofuran (20 ml) under a N2 atmosphere. LAH (0.32 g, 8.43 mmol) is added and the reaction mixture is refluxed for 12 hours. The reaction mixture is cooled to 0° C., diluted with Et2O and quenched with 15% aqueous NaOH. The resulting mixture is filtered through a celite pad which is then washed carefully with Et2O. The filtrate is washed with 15% aqueous NaOH and the aqueous layer extracted... Reactants: FC1=NC(=CC(=C1)F)F (2,4,6-trifluoropyridine), OC1=CC(=NN1C)C(F)(F)F (5-hydroxy-1-methyl-3-trifluoromethylpyrazole), C([O-])([O-])=O.[K+].[K+] (potassium carbonate). Run in S1(=O)(=O)CCCC1 (sulfolane), C(C)(C)OC(C)C (isopropyl ether), CCCCC.C(C)(=O)OCC (pentane ethyl acetate). Conditions: temperature 80 celsius. Product: CN1N=C(C=C1OC1=NC(=CC(=C1)OC1=CC(=NN1C)C(F)(F)F)OC1=CC(=NN1C)C(F)(F)F)C(F)(F)F (2,4,6-Tris(1-methyl-3-trifluoromethylpyrazol-5-yloxy)pyridine). The yield is 92.9%. As a reaction SMILES: F[C:2]1[CH:7]=[C:6](F)[CH:5]=[C:4](F)[N:3]=1.[OH:10][C:11]1[N:15]([CH3:16])[N:14]=[C:13]([C:17]([F:20])([F:19])[F:18])[CH:12]=1.[C:21](=[O:24])([O-])[O-].[K+].[K+]>S1(CCCC1)(=O)=O.CCCCC.C(OCC)(=O)C.C(OC(C)C)(C)C>[CH3:16][N:15]1[C:11]([O:10][C:2]2[CH:7]=[C:6]([O:10][C:11]3[N:15]([CH3:16])[N:14]=[C:13]([C:17]([F:20])([F:19])[F:18])[CH:12]=3)[CH:5]=[C:4]([O:24][C:21]3[N:15]([CH3:11])[N:14]=[C:13]([C:17]([F:20])([F:19])[F:18])[CH:12]=3)[N:3]=2)=[CH:12][C:13]([C:17]([F:20])([F:19])[F:18])=[N:14]1 |f:2.3.4,6.7|. Reported procedure: A mixture of 4.8 g (36 mmol) 2,4,6-trifluoropyridine, 19.8 g (119 mmol) 5-hydroxy-1-methyl-3-trifluoromethylpyrazole and 18.1 g (131 mmol) potassium carbonate in 25 ml anhydrous sulfolane is stirred and heated to 80° C. over a period of 3 days. After cooling, the mixture is diluted with pentane/ethyl acetate (by volume ration 1/1) and filtered through a bed of silica gel. The filtrate is washed 10 times with water and the organic layer is dried over magnesium sulfate. After removal of the solven... Starting materials: FC=1C=C2[C@H]3CCCN3C=3C=CN4N=CC(C(OCCOC2=NC1)=O)=C4N3 ((6R)-9-fluoro-13,16-dioxa-2,11,20,21,24-pentaazapentacyclo[16.5.2.02,6.07,12.021,25]-pentacosa-1(24),7,9,11,18(25),19,22-heptaen-17-one). The solvent is C(C)#N.O (acetonitrile water). The product is FC=1C=C2[C@H]3CCCN3C=3C=CN4N=CC(C(OCCN(C1)C2=O)=O)=C4N3 ((6R)-9-fluoro-14-oxa-2,11,18,19,22-pentaazapentacyclo[14.5.2.17,11.02,6.019,23]tetracosa-1(22),7,9,16(23),17,20-hexaene-15,24-dione). The yield is 9.0%. RXN SMILES: [F:1][C:2]1[CH:3]=[C:4]2[C:22](=[N:23][CH:24]=1)[O:21][CH2:20][CH2:19][O:18][C:17](=[O:25])[C:16]1=[C:26]3[N:27]=[C:10]([CH:11]=[CH:12][N:13]3[N:14]=[CH:15]1)[N:9]1[C@@H:5]2[CH2:6][CH2:7][CH2:8]1>C(#N)C.O>[F:1][C:2]1[CH:3]=[C:4]2[C:22](=[O:21])[N:23]([CH:24]=1)[CH2:20][CH2:19][O:18][C:17](=[O:25])[C:16]1=[C:26]3[N:27]=[C:10]([CH:11]=[CH:12][N:13]3[N:14]=[CH:15]1)[N:9]1[C@@H:5]2[CH2:6][CH2:7][CH2:8]1 |f:1.2|. Procedure: Obtained as a by-product of Example 14, Step C, and isolated as a white solid (5 mg, 9% yield) by reverse phase column chromatography (Biotage SP4 system C-18 25+M column, 5 to 60% acetonitrile/water) of the crude material of Example 14, Step C. MS (apci) m/z=370.2 (M+H).